Dataset: the Open Reaction Database (ORD), a public repository of structured organic reaction records. Task: describe an organic reaction: reactants, conditions, products, and yield Reactants: C(C)(C)(C)OC(=O)N1CCC(CC1)N1C(C2=CC=CC(=C2C1=O)C(N)=O)C (tert-butyl-4-(4-carbamoyl-1-methyl-3-oxo-1,3-dihydro-2H-isoindol-2-yl)piperidine-1-carboxylate), O1CCOCC1 (dioxane). Solvent: Cl (hydrochloric acid). Yields the product O=C1N(CC=2C=CC=C(C12)C(=O)N)C1CCNCC1 (3-Oxo-2-piperidin-4-yl-2,3-dihydro-1H-isoindole-4-carboxylic acid amide). Yield: 107.5%. RXN SMILES: C(OC([N:8]1[CH2:13][CH2:12][CH:11]([N:14]2[C:22](=[O:23])[C:21]3[C:16](=[CH:17][CH:18]=[CH:19][C:20]=3[C:24](=[O:26])[NH2:25])[CH:15]2C)[CH2:10][CH2:9]1)=O)(C)(C)C.O1CCOCC1>Cl>[O:23]=[C:22]1[C:21]2[C:20]([C:24]([NH2:25])=[O:26])=[CH:19][CH:18]=[CH:17][C:16]=2[CH2:15][N:14]1[CH:11]1[CH2:10][CH2:9][NH:8][CH2:13][CH2:12]1. Procedure: A solution of tert-butyl-4-(4-carbamoyl-1-methyl-3-oxo-1,3-dihydro-2H-isoindol-2-yl)piperidine-1-carboxylate (2.7 g, 7.5 mmol) in 4M hydrochloric acid in dioxane (18 mL, 75 mmol) was stirred at 50° C. for 2 hours until HPLC analysis revealed the disappearance of the starting material. The solvent was removed under reduce pressure and the product was dissolved in diethyl ether and filtered to obtain the title compound (2.09 g, 95%) as its hydrochloride.